This data is from the Open Reaction Database (ORD), a public repository of structured organic reaction records. The task is: describe an organic reaction: reactants, conditions, products, and yield The reactants are CN(C)C=O, Fc1cc(F)c2sc(S)nc2c1, O=S(Cl)Cl. Product: Fc1cc(F)c2sc(Cl)nc2c1. As a reaction SMILES: [CH3:17][N:18]([CH3:19])[CH:20]=[O:21].[F:1][c:2]1[cH:3][c:4]([F:12])[c:5]2[c:6]([n:7][c:8]([SH:10])[s:9]2)[cH:11]1.[S:13]([Cl:14])([Cl:15])=[O:16]>>[F:1][c:2]1[cH:3][c:4]([F:12])[c:5]2[c:6]([n:7][c:8]([Cl:15])[s:9]2)[cH:11]1. Starting materials: FC1=C(C=C(C(=C1F)F)F)C(CC(=O)OCC)=O (ethyl 2,3,4,5-tetrafluoro-β-oxobenzenepropanoate), C(C)OC(OCC)OCC (triethylorthoformate), C(C)(=O)OC(C)=O (acetic anhydride), C1(CC1)N (cyclopropylamine), CC(C)([O-])C.[K+] (potassium t-butoxide). Solvent: C(C)(C)(C)O (t-butanol), C(C)(C)(C)O (t-butanol). Conditions: temperature 120 celsius, time 30 minute. Yields the product C1(CC1)N1C=C(C(C2=CC(=C(C(=C12)F)F)F)=O)C(=O)O (1-cyclopropyl-6,7,8-trifluoro-1,4-dihydro-4-oxo-3-quinolinecarboxylic acid). Isolated yield 81.9%. As a reaction SMILES: F[C:2]1[C:7]([F:8])=[C:6]([F:9])[C:5]([F:10])=[CH:4][C:3]=1[C:11](=[O:18])[CH2:12][C:13]([O:15]CC)=[O:14].[CH2:19](OC(OCC)OCC)C.C(OC(=O)C)(=O)C.[CH:36]1([NH2:39])[CH2:38][CH2:37]1.CC(C)([O-])C.[K+]>C(O)(C)(C)C>[CH:36]1([N:39]2[C:2]3[C:3](=[CH:4][C:5]([F:10])=[C:6]([F:9])[C:7]=3[F:8])[C:11](=[O:18])[C:12]([C:13]([OH:15])=[O:14])=[CH:19]2)[CH2:38][CH2:37]1 |f:4.5|. Procedure: To 17.6 g (66.6 mmol) of ethyl 2,3,4,5-tetrafluoro-β-oxobenzenepropanoate was added 14.6 g (~1.5 equivalents) of triethylorthoformate and 16.19 g (2.38 equivalents) of acetic anhydride. The mixture was refluxed for two hours at 120° C. (and was then cooled to 80° C. and concentrated in vacuo). The mixture was diluted with t-butanol, cooled to 10° C., and 3.8 g (1.05 equivalents) of cyclopropylamine in 120 ml of t-butanol was added. The mixture was stirred at 20° C. for 30 minutes and then warmed... The reactants are Cl.FC=1C=C(CN2N=CC(=C2)C2=CN(C3=NC=C(C=C32)C3=CC=C(C=C3)C3CCNCC3)S(=O)(=O)C3=CC=C(C)C=C3)C=CC1 (3-(1-(3-fluorobenzyl)-1H-pyrazol-4-yl)-5-(4-(piperidin-4-yl)phenyl)-1-tosyl-1H-pyrrolo[2,3-b]pyridine hydrochloride), FC=1C=C(CN2N=CC(=C2)C2=CN(C3=NC=C(C=C32)C=3C=CC(=NC3)N3CCN(CC3)C(CO)=O)S(=O)(=O)C3=CC=C(C)C=C3)C=CC1 (1-(4-(5-(3-(1-(3-fluorobenzyl)-1H-pyrazol-4-yl)-1-tosyl-1H-pyrrolo[2,3-b]pyridin-5-yl)pyridin-2-yl)piperazin-1-yl)-2-hydroxy ethanone), [OH-].[Li+] (lithium hydroxide). The solvent is C1CCOC1.CO.O (THF methanol water). Yields the product FC=1C=C(CN2N=CC(=C2)C2=CNC3=NC=C(C=C32)C=3C=CC(=NC3)N3CCN(CC3)C(CO)=O)C=CC1 (1-(4-(5-(3-(1-(3-fluorobenzyl)-1H-pyrazol-4-yl)-1H-pyrrolo[2,3-b]pyridin-5-yl)pyridin-2-yl) piperazin-1-yl)-2-hydroxyethanone). Isolated yield 13.0%. As a reaction SMILES: Cl.FC1C=C(C=CC=1)CN1C=C(C2C3C(=NC=C(C4C=CC(C5CCNCC5)=CC=4)C=3)N(S(C3C=CC(C)=CC=3)(=O)=O)C=2)C=N1.[F:46][C:47]1[CH:48]=[C:49]([CH:91]=[CH:92][CH:93]=1)[CH2:50][N:51]1[CH:55]=[C:54]([C:56]2[C:64]3[C:59](=[N:60][CH:61]=[C:62]([C:65]4[CH:66]=[CH:67][C:68]([N:71]5[CH2:76][CH2:75][N:74]([C:77](=[O:80])[CH2:78][OH:79])[CH2:73][CH2:72]5)=[N:69][CH:70]=4)[CH:63]=3)[N:58](S(C3C=CC(C)=CC=3)(=O)=O)[CH:57]=2)[CH:53]=[N:52]1.[OH-].[Li+]>C1COCC1.CO.O>[F:46][C:47]1[CH:48]=[C:49]([CH:91]=[CH:92][CH:93]=1)[CH2:50][N:51]1[CH:55]=[C:54]([C:56]2[C:64]3[C:59](=[N:60][CH:61]=[C:62]([C:65]4[CH:66]=[CH:67][C:68]([N:71]5[CH2:72][CH2:73][N:74]([C:77](=[O:80])[CH2:78][OH:79])[CH2:75][CH2:76]5)=[N:69][CH:70]=4)[CH:63]=3)[NH:58][CH:57]=2)[CH:53]=[N:52]1 |f:0.1,3.4,5.6.7|. Reported procedure: Using similar reaction conditions as described in step-iii of example-1, 1-(4-(5-(3-(1-(3-fluorobenzyl)-1H-pyrazol-4-yl)-1-tosyl-1H-pyrrolo[2,3-b]pyridin-5-yl)pyridin-2-yl)piperazin-1-yl)-2-hydroxy ethanone (70 mg, 0.105 mmol) was hydrolyzed with lithium hydroxide (9 mg, 0.210 mmol) in THF/methanol/water (5/1/1 mL) to yield 7 mg (10.7% yield) of the titled compound. 1H NMR CD3OD, 400 MHz): δ 8.497-8.493 (d, 1H), 8.44-8.43 (d, 1H), 8.39-8.38 (d, 1H), 8.32-8.29 (dd, 1H), 8.23 (s, 1H), 7.99 (s, 1H)... Product: Nc1ncc(-c2nc(N3CCOCC3)nc3c2CCN3C(=O)Nc2c(F)cccc2F)cn1. As a reaction SMILES: [CH3:1][O:2][c:3]1[cH:4][cH:5][c:6]([CH2:7][N:8]([CH2:9][c:10]2[cH:11][cH:12][c:13]([O:14][CH3:15])[cH:16][cH:17]2)[c:18]2[n:19][cH:20][c:21](-[c:22]3[c:23]4[c:27]([n:28][c:29]([N:30]5[CH2:31][CH2:32][O:33][CH2:34][CH2:35]5)[n:36]3)[NH:26][CH2:25][CH2:24]4)[cH:37][n:38]2)[cH:39][cH:40]1.[F:41][c:42]1[cH:43][cH:44][cH:45][c:46]([F:47])[c:48]1[NH2:49].[F:50][c:51]1[c:52]([NH:58][C:59](=[O:60])[N:61]2[CH2:62][CH2:63][c:64]3[c:65]2[n:66][c:67]([N:95]2[CH2:96][CH2:97][O:98][CH2:99][CH2:100]2)[n:68][c:69]3-[c:70]2[cH:71][n:72][c:73]([N:76]([CH2:77][c:78]3[cH:79][cH:80][c:81]([O:82][CH3:83])[cH:84][cH:85]3)[CH2:86][c:87]3[cH:88][cH:89][c:90]([O:91][CH3:92])[cH:93][cH:94]3)[n:74][cH:75]2)[c:53]([F:57])[cH:54][cH:55][cH:56]1>>[F:50][c:51]1[c:52]([NH:58][C:59](=[O:60])[N:61]2[CH2:62][CH2:63][c:64]3[c:65]2[n:66][c:67]([N:95]2[CH2:96][CH2:97][O:98][CH2:99][CH2:100]2)[n:68][c:69]3-[c:70]2[cH:71][n:72][c:73]([NH2:76])[n:74][cH:75]2)[c:53]([F:57])[cH:54][cH:55][cH:56]1. Starting materials: COc1ccc(CN(Cc2ccc(OC)cc2)c2ncc(-c3nc(N4CCOCC4)nc4c3CCN4)cn2)cc1, Nc1c(F)cccc1F, COc1ccc(CN(Cc2ccc(OC)cc2)c2ncc(-c3nc(N4CCOCC4)nc4c3CCN4C(=O)Nc3c(F)cccc3F)cn2)cc1.